This data is from the Open Reaction Database (ORD), a public repository of structured organic reaction records. The task is: describe an organic reaction: reactants, conditions, products, and yield The reactants are B, CS(=O)(=O)O, N, NC(=CC(=O)N1CCn2c(nnc2C(F)(F)F)C1)Cc1cc(F)c(F)cc1F, C1CCOC1, O. Product: NC(CC(=O)N1CCn2c(nnc2C(F)(F)F)C1)Cc1cc(F)c(F)cc1F. Reaction SMILES: [BH3:6].[CH3:7][S:8](=[O:9])(=[O:10])[OH:11].[NH3:40].[O:12]=[C:13]([CH:14]=[C:15]([CH2:16][c:17]1[c:18]([F:25])[cH:19][c:20]([F:24])[c:21]([F:23])[cH:22]1)[NH2:26])[N:27]1[CH2:28][c:29]2[n:30]([c:33]([C:36]([F:37])([F:38])[F:39])[n:34][n:35]2)[CH2:31][CH2:32]1.[O:1]1[CH2:2][CH2:3][CH2:4][CH2:5]1.[OH2:41]>>[O:12]=[C:13]([CH2:14][CH:15]([CH2:16][c:17]1[c:18]([F:25])[cH:19][c:20]([F:24])[c:21]([F:23])[cH:22]1)[NH2:26])[N:27]1[CH2:28][c:29]2[n:30]([c:33]([C:36]([F:37])([F:38])[F:39])[n:34][n:35]2)[CH2:31][CH2:32]1. Starting materials: CCc1cccc(C)c1N=C=O, CN(C)C=O, I, [LiH], N=C1NCCN1. Product: CCc1cccc(C)c1NC(=O)N=C1NCCN1. RXN SMILES: [CH2:9]([CH3:10])[c:11]1[c:12]([N:18]=[C:19]=[O:20])[c:13]([CH3:17])[cH:14][cH:15][cH:16]1.[CH3:21][N:22]([CH3:23])[CH:24]=[O:25].[IH:1].[LiH:8].[NH:2]=[C:3]1[NH:4][CH2:5][CH2:6][NH:7]1>>[N:2](=[C:3]1[NH:4][CH2:5][CH2:6][NH:7]1)[C:19]([NH:18][c:12]1[c:11]([CH2:9][CH3:10])[cH:16][cH:15][cH:14][c:13]1[CH3:17])=[O:20]. Reactants: CC1=C(C(=O)O)C=C(C(=C1)Cl)S(=O)(=O)C (2-methyl-4-chloro-5-methylsulphonylbenzoic acid), CN1C(CCC1)=O (N-methylpyrrolidone), C(#N)[Cu] (CuCN). The solvent is O (water). Run at time 3 day. The product is CC1=C(C(=O)O)C=C(C(=C1)C#N)S(=O)(=O)C (2-methyl-4-cyano-5-methylsulphonylbenzoic acid). Reaction SMILES: [CH3:1][C:2]1[CH:10]=[C:9](Cl)[C:8]([S:12]([CH3:15])(=[O:14])=[O:13])=[CH:7][C:3]=1[C:4]([OH:6])=[O:5].[CH3:16][N:17]1CCCC1=O.C([Cu])#N>O>[CH3:1][C:2]1[CH:10]=[C:9]([C:16]#[N:17])[C:8]([S:12]([CH3:15])(=[O:14])=[O:13])=[CH:7][C:3]=1[C:4]([OH:6])=[O:5]. Procedure: 8.3 g of 2-methyl-4-chloro-5-methylsulphonylbenzoic acid are mixed together with 70 ml of N-methylpyrrolidone and 7.4 g of CuCN, and the whole is stirred at 150° for 3 days. The reaction mixture is then poured into 250 ml of water and working-up takes place in the customary manner. After recrystallization from methanol, 2-methyl-4-cyano-5-methylsulphonylbenzoic acid is obtained, m.p. 248°-249°.